This data is from the Open Reaction Database (ORD), a public repository of structured organic reaction records. The task is: describe an organic reaction: reactants, conditions, products, and yield Reactants: CCCCCC.CCOC(=O)C (hexane EtOAc), ClC1=CC=C2C(=CC=NC2=C1)N1CCNCC1 (7-Chloro-4-(piperazin-1-yl)quinoline), C12(CC3CC(CC(C1)C3)C2)N=C=O (1-adamantyl isocyanate). The solvent is C(Cl)Cl (CH2Cl2). Yields the product C12(CC3CC(CC(C1)C3)C2)NC(=O)N2CCN(CC2)C2=CC=NC3=CC(=CC=C23)Cl (4-[4-(Adamant-1-ylaminocarbonyl)piperazin-1-yl]-7-chloroquinoline). Reaction SMILES: [Cl:1][C:2]1[CH:11]=[C:10]2[C:5]([C:6]([N:12]3[CH2:17][CH2:16][NH:15][CH2:14][CH2:13]3)=[CH:7][CH:8]=[N:9]2)=[CH:4][CH:3]=1.[C:18]12([N:28]=[C:29]=[O:30])[CH2:27][CH:22]3[CH2:23][CH:24]([CH2:26][CH:20]([CH2:21]3)[CH2:19]1)[CH2:25]2.CCCCCC.CCOC(C)=O>C(Cl)Cl>[C:18]12([NH:28][C:29]([N:15]3[CH2:16][CH2:17][N:12]([C:6]4[C:5]5[C:10](=[CH:11][C:2]([Cl:1])=[CH:3][CH:4]=5)[N:9]=[CH:8][CH:7]=4)[CH2:13][CH2:14]3)=[O:30])[CH2:27][CH:22]3[CH2:23][CH:24]([CH2:26][CH:20]([CH2:21]3)[CH2:19]1)[CH2:25]2 |f:2.3|. Procedure: 7-Chloro-4-(piperazin-1-yl)quinoline (124 mg, 0.5 mmol) and 1-adamantyl isocyanate (89 mg, 0.5 mmol) in CH2Cl2 (5 mL) are reacted according to method C yielding the title product as a colorless solid after column chromatography with hexane-EtOAc. Reactants: CN, CO, COC(=O)C1CC(=O)N(Cc2ccccc2)C1. The product is CNC(=O)C1CC(=O)N(Cc2ccccc2)C1. RXN SMILES: [CH3:18][NH2:19].[CH3:20][OH:21].[O:1]=[C:2]1[CH2:3][CH:4]([C:14]([O:16][CH3:15])=[O:17])[CH2:5][N:6]1[CH2:7][c:8]1[cH:9][cH:10][cH:11][cH:12][cH:13]1>>[O:1]=[C:2]1[CH2:3][CH:4]([C:14](=[O:16])[NH:19][CH3:18])[CH2:5][N:6]1[CH2:7][c:8]1[cH:9][cH:10][cH:11][cH:12][cH:13]1. Starting materials: NC1=CC=CC=C1 (aniline), NCCCCCCN (hexamethylenediamine), C=O (formaldehyde). The product is NC1=CC=CC=C1.NCCCCCCN.C=O (Aniline Hexamethylenediamine Formaldehyde). As a reaction SMILES: [NH2:1][C:2]1[CH:7]=[CH:6][CH:5]=[CH:4][CH:3]=1.[NH2:8][CH2:9][CH2:10][CH2:11][CH2:12][CH2:13][CH2:14][NH2:15].[CH2:16]=[O:17]>>[NH2:1][C:2]1[CH:7]=[CH:6][CH:5]=[CH:4][CH:3]=1.[NH2:8][CH2:9][CH2:10][CH2:11][CH2:12][CH2:13][CH2:14][NH2:15].[CH2:16]=[O:17] |f:3.4.5|. Procedure details: A condensation terpolymer of aniline, hexamethylenediamine and formaldehyde showed excellent activity in the clarification of the activated sludge. The reactants are FC([C@@H](C1=CC=C(C=C1)F)OS(=O)(=O)C(F)(F)F)(OC1=CC=C(C=C1)SC)F (trifluoromethanesulfonic acid 2,2-difluoro-1(R)-(4-fluorophenyl)-2-(4-methylsulfanylphenoxy)ethyl ester), N[C@H](C(=O)O)CSC(C1=CC=CC=C1)(C1=CC=CC=C1)C1=CC=CC=C1 (2(R)-amino-3-tritylsulfanylpropionic acid). Solvent: C(Cl)Cl (DCM). Run at time 19 hour. Product: FC([C@H](C1=CC=C(C=C1)F)N[C@H](C(=O)O)CSC(C1=CC=CC=C1)(C1=CC=CC=C1)C1=CC=CC=C1)(OC1=CC=C(C=C1)SC)F (2(R)-[2,2-difluoro-1(S)-(4-fluorophenyl)-2-(4-methylsulfanylphenoxy)ethylamino]-3-tritylsulfanylpropionic acid). The yield is 27.6%. Reaction SMILES: [F:1][C:2]([F:28])([O:19][C:20]1[CH:25]=[CH:24][C:23]([S:26][CH3:27])=[CH:22][CH:21]=1)[C@H:3](OS(C(F)(F)F)(=O)=O)[C:4]1[CH:9]=[CH:8][C:7]([F:10])=[CH:6][CH:5]=1.[NH2:29][C@@H:30]([CH2:34][S:35][C:36]([C:49]1[CH:54]=[CH:53][CH:52]=[CH:51][CH:50]=1)([C:43]1[CH:48]=[CH:47][CH:46]=[CH:45][CH:44]=1)[C:37]1[CH:42]=[CH:41][CH:40]=[CH:39][CH:38]=1)[C:31]([OH:33])=[O:32]>C(Cl)Cl>[F:28][C:2]([F:1])([O:19][C:20]1[CH:21]=[CH:22][C:23]([S:26][CH3:27])=[CH:24][CH:25]=1)[C@@H:3]([NH:29][C@@H:30]([CH2:34][S:35][C:36]([C:49]1[CH:54]=[CH:53][CH:52]=[CH:51][CH:50]=1)([C:37]1[CH:38]=[CH:39][CH:40]=[CH:41][CH:42]=1)[C:43]1[CH:48]=[CH:47][CH:46]=[CH:45][CH:44]=1)[C:31]([OH:33])=[O:32])[C:4]1[CH:5]=[CH:6][C:7]([F:10])=[CH:8][CH:9]=1. Procedure details: A mixture of trifluoromethanesulfonic acid 2,2-difluoro-1(R)-(4-fluorophenyl)-2-(4-methylsulfanylphenoxy)ethyl ester (1.70 g, 3.8 mmol), 2(R)-amino-3-tritylsulfanylpropionic acid (1.38 g, 38 mmol) and diisiopropylethylamine (2.65 ml, 15.2 mol) in DCM (35 ml) was stirred for 19 h at room temperature. The solvent was evaporated under vacuum and the residue dissolved in ethyl ether (20 ml). The solution was washed with 1N HCl solution and brine. After drying over sodium sulfate, the solvent was eva... Reactants: O=C([O-])[O-], Cc1ccccc1, CN1CCC(c2ccc(Cl)cc2)C(OCc2ccc3ccccc3c2)C1, O=C(Cl)OCC(Cl)(Cl)Cl, [K+], [K+]. Product: O=C(OCC(Cl)(Cl)Cl)N1CCC(c2ccc(Cl)cc2)C(OCc2ccc3ccccc3c2)C1. As a reaction SMILES: [C:27](=[O:28])([O-:29])[O-:30].[CH3:42][c:43]1[cH:44][cH:45][cH:46][cH:47][cH:48]1.[Cl:1][c:2]1[cH:3][cH:4][c:5]([CH:8]2[CH:9]([O:15][CH2:16][c:17]3[cH:18][c:19]4[cH:20][cH:21][cH:22][cH:23][c:24]4[cH:25][cH:26]3)[CH2:10][N:11]([CH3:14])[CH2:12][CH2:13]2)[cH:6][cH:7]1.[Cl:33][C:34](=[O:35])[O:36][CH2:37][C:38]([Cl:39])([Cl:40])[Cl:41].[K+:31].[K+:32]>>[Cl:1][c:2]1[cH:3][cH:4][c:5]([CH:8]2[CH:9]([O:15][CH2:16][c:17]3[cH:18][c:19]4[cH:20][cH:21][cH:22][cH:23][c:24]4[cH:25][cH:26]3)[CH2:10][N:11]([C:34](=[O:35])[O:36][CH2:37][C:38]([Cl:39])([Cl:40])[Cl:41])[CH2:12][CH2:13]2)[cH:6][cH:7]1. The reactants are [N+](=O)([O-])C1=CC=C(OC=2C=C(C=CC2)N(CC(C(F)(F)F)O)CC2=CC(=CC=C2)OC(C(F)F)(F)F)C=C1 (3-[[3-(4-nitrophenoxy)phenyl][[3-(1,1,2,2-tetrafluoroethoxy) phenyl]-methyl]amino]-1,1,1-trifluoro-2-propanol), [H][H] (hydrogen), C(C)O (ethanol). The reagents and catalysts are [Pd] (palladium on carbon). Yields the product NC1=CC=C(OC=2C=C(C=CC2)N(CC(C(F)(F)F)O)CC2=CC(=CC=C2)OC(C(F)F)(F)F)C=C1 (3-[[3-(4-aminophenoxy)phenyl][[3-(1,1,2,2-tetrafluoroethoxy) phenyl]methyl]amino]-1,1,1-trifluoro-2-propanol), C(C)NC1=CC=C(OC=2C=C(C=CC2)N(CC(C(F)(F)F)O)CC2=CC(=CC=C2)OC(C(F)F)(F)F)C=C1 (3-[[3-[4-(ethylamino)phenoxy]phenyl][[3-(1,1,2,2-tetrafluoroethoxy)phenyl]methyl]amino]-1,1,1-trifluoro-2-propanol). RXN SMILES: [N+:1]([C:4]1[CH:38]=[CH:37][C:7]([O:8][C:9]2[CH:10]=[C:11]([N:15]([CH2:23][C:24]3[CH:29]=[CH:28][CH:27]=[C:26]([O:30][C:31]([F:36])([F:35])[CH:32]([F:34])[F:33])[CH:25]=3)[CH2:16][CH:17]([OH:22])[C:18]([F:21])([F:20])[F:19])[CH:12]=[CH:13][CH:14]=2)=[CH:6][CH:5]=1)([O-])=O.[H][H].[CH2:41](O)[CH3:42]>[Pd]>[NH2:1][C:4]1[CH:5]=[CH:6][C:7]([O:8][C:9]2[CH:10]=[C:11]([N:15]([CH2:23][C:24]3[CH:29]=[CH:28][CH:27]=[C:26]([O:30][C:31]([F:35])([F:36])[CH:32]([F:33])[F:34])[CH:25]=3)[CH2:16][CH:17]([OH:22])[C:18]([F:21])([F:20])[F:19])[CH:12]=[CH:13][CH:14]=2)=[CH:37][CH:38]=1.[CH2:41]([NH:1][C:4]1[CH:38]=[CH:37][C:7]([O:8][C:9]2[CH:10]=[C:11]([N:15]([CH2:23][C:24]3[CH:29]=[CH:28][CH:27]=[C:26]([O:30][C:31]([F:36])([F:35])[CH:32]([F:34])[F:33])[CH:25]=3)[CH2:16][CH:17]([OH:22])[C:18]([F:21])([F:20])[F:19])[CH:12]=[CH:13][CH:14]=2)=[CH:6][CH:5]=1)[CH3:42]. Procedure details: A solution of 3-[[3-(4-nitrophenoxy)phenyl][[3-(1,1,2,2-tetrafluoroethoxy) phenyl]-methyl]amino]-1,1,1-trifluoro-2-propanol (33.8 mg, 0.06 mmol) in ethanol and 5% palladium on carbon (4 mL) was placed under 40 psi hydrogen gas for 7 h. The mixture was filtered through celite, the solvent was evaporated, and the residue was purified by silica gel chromatography eluting with 25% ethyl acetate in hexane to give 13.4 mg (42%) of (EX-450A) as 3-[[3-(4-aminophenoxy)phenyl][[3-(1,1,2,2-tetrafluoroethox... The reactants are [H-].[Al+3].[Li+].[H-].[H-].[H-] (lithium aluminum hydride), CC1(CC(C=2C(=CNC2C1)CCC(=O)N1CCOCC1)=O)C (6,6-dimethyl-3-(3-morpholin-4-yl-3-oxo-propyl)-1,5,6,7-tetrahydro-indol-4-one). Reagents/catalysts: [OH-].[Na+] (sodium hydroxide). Solvent: O1CCCC1 (tetrahydrofuran), O1CCCC1 (tetrahydrofuran). Reaction conditions: temperature 80 celsius, time 2.5 hour. The product is CC1(CCC=2C(=CNC2C1)CCCN1CCOCC1)C (6,6-dimethyl-3-(3-morpholin-4-yl-propyl)-4,5,6,7-tetrahydro-1H-indole). Isolated yield 13.5%. As a reaction SMILES: [H-].[Al+3].[Li+].[H-].[H-].[H-].[CH3:7][C:8]1([CH3:28])[CH2:16][C:15]2[NH:14][CH:13]=[C:12]([CH2:17][CH2:18][C:19]([N:21]3[CH2:26][CH2:25][O:24][CH2:23][CH2:22]3)=O)[C:11]=2[C:10](=O)[CH2:9]1>O1CCCC1.[OH-].[Na+]>[CH3:7][C:8]1([CH3:28])[CH2:16][C:15]2[NH:14][CH:13]=[C:12]([CH2:17][CH2:18][CH2:19][N:21]3[CH2:26][CH2:25][O:24][CH2:23][CH2:22]3)[C:11]=2[CH2:10][CH2:9]1 |f:0.1.2.3.4.5,8.9|. Procedure details: To a suspension of 1.1 g (30 mmol) of lithium aluminum hydride in 10 mL of tetrahydrofuran was added dropwise a solution of 1.8 g (43 mmol) of 6,6-dimethyl-3-(3-morpholin-4-yl-3-oxo-propyl)-1,5,6,7-tetrahydro-indol-4-one in 10 mL of tetrahydrofuran. The mixture was stirred at 80° C. for 2.5 hours and then cooled in an ice bath. Ice cubes were added to the reaction mixture slowly until no more gas was generated. A few drops of 2 N sodium hydroxide were added and the reaction mixture was stirred a...